Dataset: the Open Reaction Database (ORD), a public repository of structured organic reaction records. Task: describe an organic reaction: reactants, conditions, products, and yield Starting materials: FC1=CC=C(C=C1)C1=C(C(=C2C(=N1)NN=C2)C=2OC=CC2)C2=CC=NC=C2 (6-(4-fluorophenyl)-4-(2-furyl)-5-(4-pyridyl)-1H-pyrazolo[3,4-b]pyridine), BrCCCOC1OCCCC1 (2-(3-bromopropoxy)tetrahydropyran). Product: FC1=CC=C(C=C1)C=1C(=C(C=2C(N1)=NN(C2)CCCOC2OCCCC2)C=2OC=CC2)C2=CC=NC=C2 (6-(4-Fluorophenyl)-4-(2-furyl)-5-(4-pyridyl)-2-[3-(tetrahydropyran-2-yloxy)propyl]pyrazolo[3,4-b]pyridine). RXN SMILES: [F:1][C:2]1[CH:7]=[CH:6][C:5]([C:8]2[N:13]=[C:12]3[NH:14][N:15]=[CH:16][C:11]3=[C:10]([C:17]3[O:18][CH:19]=[CH:20][CH:21]=3)[C:9]=2[C:22]2[CH:27]=[CH:26][N:25]=[CH:24][CH:23]=2)=[CH:4][CH:3]=1.Br[CH2:29][CH2:30][CH2:31][O:32][CH:33]1[CH2:38][CH2:37][CH2:36][CH2:35][O:34]1>>[F:1][C:2]1[CH:7]=[CH:6][C:5]([C:8]2[C:9]([C:22]3[CH:23]=[CH:24][N:25]=[CH:26][CH:27]=3)=[C:10]([C:17]3[O:18][CH:19]=[CH:20][CH:21]=3)[C:11]3[C:12](=[N:14][N:15]([CH2:29][CH2:30][CH2:31][O:32][CH:33]4[CH2:38][CH2:37][CH2:36][CH2:35][O:34]4)[CH:16]=3)[N:13]=2)=[CH:4][CH:3]=1. Reported procedure: Following a similar procedure to that described in examples 6 and 7, but starting from 6-(4-fluorophenyl)-4-(2-furyl)-5-(4-pyridyl)-1H-pyrazolo[3,4-b]pyridine (obtained in example 171) and 2-(3-bromopropoxy)tetrahydropyran, the desired compound was obtained. Starting materials: OC1=CC=C(C(=O)C2=CC=CC=C2)C=C1 (4-hydroxybenzophenone), C1(CCCCC1)C(=O)Cl (cyclohexanecarbonyl chloride). Solvent: N1=CC=CC=C1 (pyridine). Product: C1(CCCCC1)C(=O)OC1=CC=C(C(=O)C2=CC=CC=C2)C=C1 (4-cyclohexanoyloxybenzophenone). As a reaction SMILES: [OH:1][C:2]1[CH:15]=[CH:14][C:5]([C:6]([C:8]2[CH:13]=[CH:12][CH:11]=[CH:10][CH:9]=2)=[O:7])=[CH:4][CH:3]=1.[CH:16]1([C:22](Cl)=[O:23])[CH2:21][CH2:20][CH2:19][CH2:18][CH2:17]1>N1C=CC=CC=1>[CH:16]1([C:22]([O:1][C:2]2[CH:3]=[CH:4][C:5]([C:6]([C:8]3[CH:13]=[CH:12][CH:11]=[CH:10][CH:9]=3)=[O:7])=[CH:14][CH:15]=2)=[O:23])[CH2:21][CH2:20][CH2:19][CH2:18][CH2:17]1. Procedure details: The title compound was prepared from 6.0 g of 4-hydroxybenzophenone, 6.0 ml of cyclohexanecarbonyl chloride, pyridine (70 ml). Recrystallized from ethyl acetate-ethanol-water; M.P.~111°-112° C. Starting materials: CCCCCCCCOc1ccc(-c2ccc(C(=O)O)cc2)cc1, ClCCCl, CCOC(C)=O, Cc1ccccc1, CCN(C(C)C)C(C)C, Nc1cccc(N2CC(=O)NS2(=O)=O)c1, On1nnc2cccnc21. Yields the product CCCCCCCCOc1ccc(-c2ccc(C(=O)Nc3cccc(N4CC(=O)NS4(=O)=O)c3)cc2)cc1. Reaction SMILES: [CH2:1]([CH2:2][CH2:3][CH2:4][CH2:5][CH2:6][CH2:7][CH3:8])[O:9][c:10]1[cH:11][cH:12][c:13](-[c:16]2[cH:17][cH:18][c:19]([C:22](=[O:23])[OH:24])[cH:20][cH:21]2)[cH:14][cH:15]1.[CH2:25]([Cl:26])[CH2:27][Cl:28].[CH3:63][CH2:64][O:65][C:66]([CH3:67])=[O:68].[CH3:69][c:70]1[cH:71][cH:72][cH:73][cH:74][cH:75]1.[CH:29]([N:30]([CH2:31][CH3:32])[CH:33]([CH3:34])[CH3:35])([CH3:36])[CH3:37].[NH2:38][c:39]1[cH:40][c:41]([N:45]2[CH2:46][C:47](=[O:52])[NH:48][S:49]2(=[O:50])=[O:51])[cH:42][cH:43][cH:44]1.[OH:53][n:54]1[c:55]2[n:56][cH:57][cH:58][cH:59][c:60]2[n:61][n:62]1>>[CH2:1]([CH2:2][CH2:3][CH2:4][CH2:5][CH2:6][CH2:7][CH3:8])[O:9][c:10]1[cH:11][cH:12][c:13](-[c:16]2[cH:17][cH:18][c:19]([C:22](=[O:24])[NH:38][c:39]3[cH:40][c:41]([N:45]4[CH2:46][C:47](=[O:52])[NH:48][S:49]4(=[O:50])=[O:51])[cH:42][cH:43][cH:44]3)[cH:20][cH:21]2)[cH:14][cH:15]1. Yields the product ClC1=CC=C(C=C1)CCC(=O)O (3-(4-Chlorophenyl)propanoic Acid). Reported procedure: To a solution of 1.80 g (10 mmol) of 4-chlorocinnamic acid in 50 mL of THF was added Pd/C (1.04 g, 5% w/w) and the solution was stirred under a hydrogen atmosphere until no further H2 take-up was observed (~1 h). The solution was filtered through Celite and the solvent removed under reduced pressure to yield 1.82 g (9.8 mmol, 98%) of a white solid: mp. 103°-105° C.; 1H NMR (DMSO-d6) δ2.51 (t, 2H, β--CH2), 2.79 (t, 2H, (α--CH2), 7.28 (dd, 4H, aromatic CH's), 12.12 (s, 1H, COOH); MS (EI, calculate... Reagents/catalysts: [Pd] (Pd/C). The yield is 98.0%. As a reaction SMILES: [Cl:1][C:2]1[CH:12]=[CH:11][C:5]([CH:6]=[CH:7][C:8]([OH:10])=[O:9])=[CH:4][CH:3]=1>C1COCC1.[Pd]>[Cl:1][C:2]1[CH:3]=[CH:4][C:5]([CH2:6][CH2:7][C:8]([OH:10])=[O:9])=[CH:11][CH:12]=1. Run in C1CCOC1 (THF). Starting materials: ClC1=CC=C(C=CC(=O)O)C=C1 (4-chlorocinnamic acid).